Task: describe an organic reaction: reactants, conditions, products, and yield. Dataset: the Open Reaction Database (ORD), a public repository of structured organic reaction records Yields the product CCC1(Cc2nc[nH]c2C)CCc2c(C)c3ccccc3n2C1=O. RXN SMILES: [CH2:1]([CH3:2])[C:3]1([CH2:18][c:19]2[n:20][cH:21][n:22]([C:25]([c:26]3[cH:27][cH:28][cH:29][cH:30][cH:31]3)([c:32]3[cH:33][cH:34][cH:35][cH:36][cH:37]3)[c:38]3[cH:39][cH:40][cH:41][cH:42][cH:43]3)[c:23]2[CH3:24])[CH2:4][CH2:5][c:6]2[n:7]([c:8]3[cH:9][cH:10][cH:11][cH:12][c:13]3[c:14]2[CH3:15])[C:16]1=[O:17].[CH3:44][C:45](=[O:46])[OH:47].[OH2:48]>>[CH2:1]([CH3:2])[C:3]1([CH2:18][c:19]2[n:20][cH:21][nH:22][c:23]2[CH3:24])[CH2:4][CH2:5][c:6]2[n:7]([c:8]3[cH:9][cH:10][cH:11][cH:12][c:13]3[c:14]2[CH3:15])[C:16]1=[O:17]. Reactants: CCC1(Cc2ncn(C(c3ccccc3)(c3ccccc3)c3ccccc3)c2C)CCc2c(C)c3ccccc3n2C1=O, CC(=O)O, O. The reactants are C, CCO, [H][H], [N-]=[N+]=NCCn1c(=O)[nH]c2ccccc21, O, [Pd]. Yields the product NCCn1c(=O)[nH]c2ccccc21. As a reaction SMILES: [C:22].[CH3:18][CH2:19][OH:20].[H:16][H:17].[N:1](=[N+:2]=[N-:3])[CH2:4][CH2:5][n:6]1[c:7](=[O:15])[nH:8][c:9]2[c:10]1[cH:11][cH:12][cH:13][cH:14]2.[OH2:21].[Pd:23]>>[NH2:1][CH2:4][CH2:5][n:6]1[c:7](=[O:15])[nH:8][c:9]2[c:10]1[cH:11][cH:12][cH:13][cH:14]2. Starting materials: OCCN1C(=CC2=C(C(=CC=C12)C#N)C(F)(F)F)C (1-(2-hydroxyethyl)-2-methyl-4-(trifluoromethyl)-1H-indole-5-carbonitrile), C1=CC=C(C=C1)COC(=O)/N=N/C(=O)OCC2=CC=CC=C2 (DBAD), C1=CC=C(C=C1)P(C2=CC=CC=C2)C3=CC=CC=C3 (PPh3), FC(C=1C=CC(NC1)=O)(F)F (5-(trifluoromethyl)-2(1H)-pyridinone). Run in C(Cl)Cl (CH2Cl2). Reaction conditions: time 14 hour. Yields the product CC=1N(C2=CC=C(C(=C2C1)C(F)(F)F)C#N)CCOC1=NC=C(C=C1)C(F)(F)F (2-Methyl-4-(trifluoromethyl)-1-(2-{[5-(trifluoromethyl)-2-pyridinyl]oxy}ethyl)-1H-indole-5-carbonitrile). Yield: 79.0%. Reaction SMILES: [OH:1][CH2:2][CH2:3][N:4]1[C:12]2[C:7](=[C:8]([C:15]([F:18])([F:17])[F:16])[C:9]([C:13]#[N:14])=[CH:10][CH:11]=2)[CH:6]=[C:5]1[CH3:19].C1C=CC(COC(/N=N/C(OCC2C=CC=CC=2)=O)=O)=CC=1.C1C=CC(P(C2C=CC=CC=2)C2C=CC=CC=2)=CC=1.[F:61][C:62]([F:71])([F:70])[C:63]1[CH:64]=[CH:65][C:66](=O)[NH:67][CH:68]=1>C(Cl)Cl>[CH3:19][C:5]1[N:4]([CH2:3][CH2:2][O:1][C:66]2[CH:65]=[CH:64][C:63]([C:62]([F:71])([F:70])[F:61])=[CH:68][N:67]=2)[C:12]2[C:7]([CH:6]=1)=[C:8]([C:15]([F:18])([F:16])[F:17])[C:9]([C:13]#[N:14])=[CH:10][CH:11]=2. Procedure: A solution of 1-(2-hydroxyethyl)-2-methyl-4-(trifluoromethyl)-1H-indole-5-carbonitrile (0.130 g, 0.49 mmol) in CH2Cl2 (3 mL) at 0° C. was treated with DBAD (0.302 g, 1.31 mmol), PPh3 (0.343 g, 1.31 mmol) and 5-(trifluoromethyl)-2(1H)-pyridinone (0.87 g, 0.53 mmol). The mixture was allowed to slowly warm to rt and then stirred for 14 h. Concentration was followed by column chromatography (SiO2, hexanes/EtOAc) to afford the title compound (0.160 g): 1H NMR (400 MHz, CDCl3) δ 8.36 (s, 1H), 7.75 (dd... The reactants are C(C)OC(=O)N1CCC(CC1)N (ethyl-4-amino-piperidine carboxylate), CN(/C=N/N=C/N(C)C)C (N,N-dimethylformamide azine), acid. Run in C1(=CC=CC=C1)C (toluene). The product is N=1N=CN(C1)C1CCN(CC1)C(=O)OCC (ethyl 4-(4H-1,2,4-triazol-4-yl)piperidine-1-carboxylate). Isolated yield 75.3%. As a reaction SMILES: [CH2:1]([O:3][C:4]([N:6]1[CH2:11][CH2:10][CH:9]([NH2:12])[CH2:8][CH2:7]1)=[O:5])[CH3:2].CN(C)/[CH:15]=[N:16]/[N:17]=[CH:18]/N(C)C>C1(C)C=CC=CC=1>[N:16]1[N:17]=[CH:18][N:12]([CH:9]2[CH2:8][CH2:7][N:6]([C:4]([O:3][CH2:1][CH3:2])=[O:5])[CH2:11][CH2:10]2)[CH:15]=1. Reported procedure: To a stirred solution of ethyl-4-amino-piperidine carboxylate (5 g, 29 mmol) in toluene (100 mL) was added N,N-dimethylformamide azine (8.2 g) and catalytic amount of p-tolunesulfonic acid (0.3 g) and the resulting mixture was refluxed overnight. The mixture was cooled and washed with water, and the aqueous layer was evaporated and the residue was treated with dichloromethane (100 mL). The organic layer was dried over MgSO4, filtered and evaporated. The residue was purified on silica flash colum... The reactants are COc1ccccc1OCCBr, CN, CCO. Product: CNCCOc1ccccc1OC. RXN SMILES: [Br:1][CH2:2][CH2:3][O:4][c:5]1[c:6]([O:11][CH3:12])[cH:7][cH:8][cH:9][cH:10]1.[CH3:13][NH2:14].[CH3:15][CH2:16][OH:17]>>[CH2:2]([CH2:3][O:4][c:5]1[c:6]([O:11][CH3:12])[cH:7][cH:8][cH:9][cH:10]1)[NH:14][CH3:13]. Starting materials: CCO, Clc1ccc2nccn2n1, [Na]. Yields the product CCOc1ccc2nccn2n1. RXN SMILES: [CH3:12][CH2:13][OH:14].[Cl:2][c:3]1[cH:4][cH:5][c:6]2[n:7]([n:8]1)[cH:9][cH:10][n:11]2.[Na:1]>>[c:3]1([O:14][CH2:13][CH3:12])[cH:4][cH:5][c:6]2[n:7]([n:8]1)[cH:9][cH:10][n:11]2. The reactants are ClCCCN1C(NC2=C1C=CC=C2)=O (1-(3-chloropropyl)-1,3-dihydro-2H-benzimidazol-2-one), Cl.CN1CN(C2(C1=O)CCNCC2)C2=CC=CC=C2 (3-methyl-1-phenyl-1,3,8-triazaspiro[4,5]decan-4-one hydrochloride), C([O-])([O-])=O.[Na+].[Na+] (sodium carbonate), CC(CC(C)=O)C (4-methyl-2-pentanone). Solvent: O (water), O (water). Yields the product O=C1NC2=C(N1CCCN1CCC3(C(N(CN3C3=CC=CC=C3)C)=O)CC1)C=CC=C2 (8-[3-(1,3-dihydro-2-oxo-2H-benzimidazol-1-yl)propyl]-3-methyl-1-phenyl-1,3,8-triazaspiro[4,5]decan-4-one). Yield: 50.0%. RXN SMILES: Cl[CH2:2][CH2:3][CH2:4][N:5]1[C:9]2[CH:10]=[CH:11][CH:12]=[CH:13][C:8]=2[NH:7][C:6]1=[O:14].Cl.[CH3:16][N:17]1[C:21](=[O:22])[C:20]2([CH2:27][CH2:26][NH:25][CH2:24][CH2:23]2)[N:19]([C:28]2[CH:33]=[CH:32][CH:31]=[CH:30][CH:29]=2)[CH2:18]1.C(=O)([O-])[O-].[Na+].[Na+].CC(C)CC(=O)C>O>[O:14]=[C:6]1[N:5]([CH2:4][CH2:3][CH2:2][N:25]2[CH2:26][CH2:27][C:20]3([N:19]([C:28]4[CH:33]=[CH:32][CH:31]=[CH:30][CH:29]=4)[CH2:18][N:17]([CH3:16])[C:21]3=[O:22])[CH2:23][CH2:24]2)[C:9]2[CH:10]=[CH:11][CH:12]=[CH:13][C:8]=2[NH:7]1 |f:1.2,3.4.5|. Procedure details: A mixture of 4.8 parts of 1-(3-chloropropyl)-1,3-dihydro-2H-benzimidazol-2-one, 5.6 parts of 3-methyl-1-phenyl-1,3,8-triazaspiro[4,5]decan-4-one hydrochloride, 7.4 parts of sodium carbonate and 200 parts of 4-methyl-2-pentanone is stirred and refluxed overnight with water-separator. The reaction mixture is cooled, water is added and the layers are separated. The 4-methyl-2-pentanone-phase is dried, filtered and evaporated. The residue is purified by column-chromatography over silica gel using a ... Starting materials: ClC1=C(C=C2C(C(=CN(C2=C1)C1CC1)C(=O)O)=O)F (7-chloro-1-cyclopropyl-6-fluoro-1,4-dihydro-4-oxo-3-quinolinecarboxylic acid), C1(=CC=CC=C1)C1NCCNC1 (2-phenylpiperazine), N12CCN(CC1)CC2 (1,4-diazabicyclo[2.2.2]octane). Solvent: CS(=O)C (dimethyl sulphoxide). Conditions: temperature 140 celsius. The product is C1(CC1)N1C=C(C(C2=CC(=C(C=C12)N1CC(NCC1)C1=CC=CC=C1)F)=O)C(=O)O (1-cyclopropyl-6-fluoro-1,4-dihydro-4-oxo-7-(3-phenyl-1-piperazinyl)-3-quinolinecarboxylic acid). The yield is 31.9%. Reaction SMILES: Cl[C:2]1[CH:11]=[C:10]2[C:5]([C:6](=[O:18])[C:7]([C:15]([OH:17])=[O:16])=[CH:8][N:9]2[CH:12]2[CH2:14][CH2:13]2)=[CH:4][C:3]=1[F:19].[C:20]1([CH:26]2[CH2:31][NH:30][CH2:29][CH2:28][NH:27]2)[CH:25]=[CH:24][CH:23]=[CH:22][CH:21]=1.N12CCN(CC1)CC2>CS(C)=O>[CH:12]1([N:9]2[C:10]3[C:5](=[CH:4][C:3]([F:19])=[C:2]([N:30]4[CH2:29][CH2:28][NH:27][CH:26]([C:20]5[CH:25]=[CH:24][CH:23]=[CH:22][CH:21]=5)[CH2:31]4)[CH:11]=3)[C:6](=[O:18])[C:7]([C:15]([OH:17])=[O:16])=[CH:8]2)[CH2:14][CH2:13]1. Reported procedure: A mixture of 2.8 g (0.01 mols) of 7-chloro-1-cyclopropyl-6-fluoro-1,4-dihydro-4-oxo-3-quinolinecarboxylic acid, 1.8 g (0.011 mole) of 2-phenylpiperazine and 2.2 g (0.02 mole) of 1,4-diazabicyclo[2.2.2]octane in 6 ml of dimethyl sulphoxide is heated at 140° C. for 4 hours. The solution is concentrated under high vacuum, and the residue is stirred with 20 ml of water and the pH is adjusted to 7 with 2N hydrochloric acid. The precipitate is filtered off with suction, washed with water and methanol,... Reactants: BrC=1C=C(C(=NC1)NCC1=CC=CC=C1)NS(=O)(=O)C (N-{5-bromo-2-[(phenylmethyl)amino]pyridin-3-yl}methanesulfonamide), CC1(CC=2C(=NC=NC2CC1)N1CCOC2=C(C1)C=C(C=C2)B(O)O)C ([4-(6,6-dimethyl-5,6,7,8-tetrahydroquinazolin-4-yl)-2,3,4,5-tetrahydro-1,4-benzoxazepin-7-yl]boronic acid). Yields the product CC1(CC=2C(=NC=NC2CC1)N1CCOC2=C(C1)C=C(C=C2)C=2C=C(C(=NC2)NCC2=CC=CC=C2)NS(=O)(=O)C)C (N-{5-[4-(6,6-dimethyl-5,6,7,8-tetrahydroquinazolin-4-yl)-2,3,4,5-tetrahydro-1,4-benzoxazepin-7-yl]-2-[(phenylmethyl)amino]pyridin-3-yl}methanesulfonamide). Procedure details: Prepared according to the method of example 5 by using N-{5-bromo-2-[(phenylmethyl)amino]pyridin-3-yl}methanesulfonamide (reagent preparation 39) and [4-(6,6-dimethyl-5,6,7,8-tetrahydroquinazolin-4-yl)-2,3,4,5-tetrahydro-1,4-benzoxazepin-7-yl]boronic acid (reagent preparation 23) in step 1. 1H NMR (400 MHz, Methanol-D4): 8.26 (s, 1H), 8.06 (s, 1H), 7.64 (s, 1H), 7.37 to 7.08 (m, 7H), 6.94 (d, 1H), 4.59 (s, 2H), 4.57 (s, 2H), 4.20 (m, 2H), 3.85 (m, 2H), 2.91 (s, 3H), 2.67 (t, 2H), 2.36 (s, 1.59 (... Reaction SMILES: Br[C:2]1[CH:3]=[C:4]([NH:16][S:17]([CH3:20])(=[O:19])=[O:18])[C:5]([NH:8][CH2:9][C:10]2[CH:15]=[CH:14][CH:13]=[CH:12][CH:11]=2)=[N:6][CH:7]=1.[CH3:21][C:22]1([CH3:46])[CH2:31][CH2:30][C:29]2[N:28]=[CH:27][N:26]=[C:25]([N:32]3[CH2:38][C:37]4[CH:39]=[C:40](B(O)O)[CH:41]=[CH:42][C:36]=4[O:35][CH2:34][CH2:33]3)[C:24]=2[CH2:23]1>>[CH3:21][C:22]1([CH3:46])[CH2:31][CH2:30][C:29]2[N:28]=[CH:27][N:26]=[C:25]([N:32]3[CH2:38][C:37]4[CH:39]=[C:40]([C:2]5[CH:3]=[C:4]([NH:16][S:17]([CH3:20])(=[O:19])=[O:18])[C:5]([NH:8][CH2:9][C:10]6[CH:15]=[CH:14][CH:13]=[CH:12][CH:11]=6)=[N:6][CH:7]=5)[CH:41]=[CH:42][C:36]=4[O:35][CH2:34][CH2:33]3)[C:24]=2[CH2:23]1.